Dataset: the Open Reaction Database (ORD), a public repository of structured organic reaction records. Task: describe an organic reaction: reactants, conditions, products, and yield The reactants are COc1nc(C)c(C)nc1N, O=S(=O)(Cl)c1ccc(Cl)s1. Yields the product COc1nc(C)c(C)nc1NS(=O)(=O)c1ccc(Cl)s1. Reaction SMILES: [CH3:1][O:2][c:3]1[c:4]([NH2:11])[n:5][c:6]([CH3:10])[c:7]([CH3:9])[n:8]1.[Cl:12][c:13]1[cH:14][cH:15][c:16]([S:18](=[O:19])(=[O:20])[Cl:21])[s:17]1>>[CH3:1][O:2][c:3]1[c:4]([NH:11][S:18]([c:16]2[cH:15][cH:14][c:13]([Cl:12])[s:17]2)(=[O:19])=[O:20])[n:5][c:6]([CH3:10])[c:7]([CH3:9])[n:8]1.